Dataset: the Open Reaction Database (ORD), a public repository of structured organic reaction records. Task: describe an organic reaction: reactants, conditions, products, and yield Isolated yield 64.0%. Reactants: B(O)(O)C1=CC=C(S1)C(=O)O (5-boronothiophene-2-carboxylic acid), BrC1=CN=C2N1N=C(C=C2)NCCCN2C(CCC2)=O (1-(3-((3-bromoimidazo[1,2-b]pyridazin-6-yl)amino)propyl)pyrrolidin-2-one). Procedure details: The Suzuki coupling of 5-boronothiophene-2-carboxylic acid and 1-(3-((3-bromoimidazo[1,2-b]pyridazin-6-yl)amino)propyl)pyrrolidin-2-one using the procedure described in example 5.6.19 yielded 64% of the titled compound. As a reaction SMILES: B([C:4]1[S:8][C:7]([C:9]([OH:11])=[O:10])=[CH:6][CH:5]=1)(O)O.Br[C:13]1[N:17]2[N:18]=[C:19]([NH:22][CH2:23][CH2:24][CH2:25][N:26]3[CH2:30][CH2:29][CH2:28][C:27]3=[O:31])[CH:20]=[CH:21][C:16]2=[N:15][CH:14]=1>>[O:31]=[C:27]1[CH2:28][CH2:29][CH2:30][N:26]1[CH2:25][CH2:24][CH2:23][NH:22][C:19]1[CH:20]=[CH:21][C:16]2[N:17]([C:13]([C:4]3[S:8][C:7]([C:9]([OH:11])=[O:10])=[CH:6][CH:5]=3)=[CH:14][N:15]=2)[N:18]=1. Product: O=C1N(CCC1)CCCNC=1C=CC=2N(N1)C(=CN2)C2=CC=C(S2)C(=O)O (5-(6-((3-(2-oxopyrrolidin-1-yl)propyl)amino)imidazo[1,2-b]pyridazin-3-yl)thiophene-2-carboxylic acid). The reactants are compound, C(C)(=O)NC1C(C2=C(C=CC(=C2CC1)C)NC(C)=O)=O (2,8-Diacetylamino-5-methyl-1-tetralone), C(C)(=O)NC1C(C2=C(C=CC=C2CC1)NC(C)=O)=O (2,8-diacetylamino-1-tetralone). Yields the product C(C)(=O)NC1C(C2=C(C=CC(=C2CC1)C)N)=O (2-Acetylamino-8-amino-5-methyl-1-tetralone). Reaction SMILES: [C:1]([NH:4][CH:5]1[CH2:14][CH2:13][C:12]2[C:7](=[C:8]([NH:16]C(=O)C)[CH:9]=[CH:10][C:11]=2[CH3:15])[C:6]1=[O:20])(=[O:3])[CH3:2].C(NC1CCC2C(=C(NC(=O)C)C=CC=2)C1=O)(=O)C>>[C:1]([NH:4][CH:5]1[CH2:14][CH2:13][C:12]2[C:7](=[C:8]([NH2:16])[CH:9]=[CH:10][C:11]=2[CH3:15])[C:6]1=[O:20])(=[O:3])[CH3:2]. Procedure: The reaction was carried out in the same manner as in Example 1-(4), except that 400 mg of the compound prepared in (7) above was used instead of 2,8-diacetylamino-1-tetralone of Example 1-(4), and post-treated to produce 265 mg of the title compound. Reactants: OC1=C(C(=CC=C1)OC)C (2-hydroxy-6-methoxytoluene), C([O-])([O-])=O.[K+].[K+] (potassium carbonate), C(C)N(C(=O)Cl)CC (diethylcarbamoyl chloride), C(C)N(C(=O)Cl)CC (diethylcarbamoyl chloride), C1(=CC=CC=C1)C (toluene). Run in C(C)#N (acetonitrile), O (water). Reaction conditions: temperature 100 celsius, time 59 minute. The product is C(C)N(C(=O)OC1=C(C(=CC=C1)OC)C)CC (2-(N,N-diethylcarbamoyloxy)-6-methoxytoluene). The yield is 103.1%. As a reaction SMILES: [OH:1][C:2]1[CH:7]=[CH:6][CH:5]=[C:4]([O:8][CH3:9])[C:3]=1[CH3:10].C(=O)([O-])[O-].[K+].[K+].[CH2:17]([N:19]([CH2:23][CH3:24])[C:20](Cl)=[O:21])[CH3:18].C1(C)C=CC=CC=1>C(#N)C.O>[CH2:17]([N:19]([CH2:23][CH3:24])[C:20]([O:1][C:2]1[CH:7]=[CH:6][CH:5]=[C:4]([O:8][CH3:9])[C:3]=1[CH3:10])=[O:21])[CH3:18] |f:1.2.3|. Procedure: A solution of 3.15 g (22.8 mmol) of 2-hydroxy-6-methoxytoluene in 16 mL acetonitrile was added with 3.50 g (25.1 mmol) of potassium carbonate and 3.4 g (25.1 mmol) of diethylcarbamoyl chloride and heated and stirred on a 100° C. oil bath for 59 minutes. After addition of 0.6 g (4.4 mmol) of diethylcarbamoyl chloride and heated for 38 minutes, while stirring on an ice-water bath, 30 mL of toluene and 30 mL of water, were added into the reaction mixture, and the mixture was stirred for 20 minutes,... The reactants are N[C@@H](CC1=CC=CC=C1)C(=O)O (Phe), N[C@@H](C)C(=O)O (Ala). Yields the product N[C@@H](CCC(O)=O)C(=O)O (Glu). As a reaction SMILES: N[C@H:2]([C:10]([OH:12])=[O:11])CC1C=CC=CC=1.[NH2:13][C@H:14]([C:16]([OH:18])=[O:17])[CH3:15]>>[NH2:13][C@H:14]([C:16]([OH:18])=[O:17])[CH2:15][CH2:2][C:10](=[O:11])[OH:12]. Reported procedure: 1.02 His: 0.99 Phe: 0.96 Ala: 0.98 Starting materials: COC(=O)CCc1ccc2c(nc(C)n2Cc2ccccc2)c1C(=O)OC, CO, Cl, [H-], [Na+], [Na+], C1CCOC1, [OH-]. Product: Cc1nc2c3c(ccc2n1Cc1ccccc1)CCC3=O. As a reaction SMILES: [CH2:3]([c:4]1[cH:5][cH:6][cH:7][cH:8][cH:9]1)[n:10]1[c:11]([CH3:29])[n:12][c:13]2[c:14]1[cH:15][cH:16][c:17]([CH2:23][CH2:24][C:20]([O:22][CH3:25])=[O:26])[c:18]2[C:19]([O:21][CH3:27])=[O:28].[CH3:38][OH:39].[ClH:30].[H-:1].[Na+:2].[Na+:32].[O:33]1[CH2:34][CH2:35][CH2:36][CH2:37]1.[OH-:31]>>[CH2:3]([c:4]1[cH:5][cH:6][cH:7][cH:8][cH:9]1)[n:10]1[c:11]([CH3:29])[n:12][c:13]2[c:14]1[cH:15][cH:16][c:17]1[c:18]2[C:19](=[O:21])[CH2:24][CH2:23]1.